This data is from the Open Reaction Database (ORD), a public repository of structured organic reaction records. The task is: describe an organic reaction: reactants, conditions, products, and yield The reactants are ClC1=NC=CC=N1 (2-Chloropyrimidine), C(C)OC([C@@H](NC(C1=CC=C(C=C1)N)=O)CCC(=O)OCC)=O (N-(4-aminobenzoyl)-L-glutamic acid diethyl ester). Solvent: CN(C)C=O (DMF). Reaction conditions: temperature 110 celsius. The product is C(C)OC(C(CCC(=O)OCC)NC(C1=CC=C(C=C1)NC1=NC=CC=N1)=O)=O (2-[4-(pyrimidin-2-ylamino)-benzoylamino]-pentanedioic acid diethyl ester). Yield: 69.4%. Reaction SMILES: Cl[C:2]1[N:7]=[CH:6][CH:5]=[CH:4][N:3]=1.[CH2:8]([O:10][C:11](=[O:30])[C@H:12]([CH2:23][CH2:24][C:25]([O:27][CH2:28][CH3:29])=[O:26])[NH:13][C:14](=[O:22])[C:15]1[CH:20]=[CH:19][C:18]([NH2:21])=[CH:17][CH:16]=1)[CH3:9]>CN(C=O)C>[CH2:8]([O:10][C:11](=[O:30])[CH:12]([NH:13][C:14](=[O:22])[C:15]1[CH:20]=[CH:19][C:18]([NH:21][C:2]2[N:7]=[CH:6][CH:5]=[CH:4][N:3]=2)=[CH:17][CH:16]=1)[CH2:23][CH2:24][C:25]([O:27][CH2:28][CH3:29])=[O:26])[CH3:9]. Procedure: 2-Chloropyrimidine (0.72 g, 6.3 mmol) and N-(4-aminobenzoyl)-L-glutamic acid diethyl ester (2.04 g, 6.3 mmol, 1 equiv.) were dissolved in DMF (4 mL) and the resulting mixture was heated to 110° C. for 3 hrs. Reaction was complete as determined by TLC. The mixture was cooled to room temperature and partitioned between ethyl acetate and water. The organic phase was washed with brine, dried over MgSO4, and concentrated by rotavap. The residue was purified by column chromatography (silica gel, 50% E... Starting materials: CN(CCNC1=C(C(=O)OC)C=CC=C1F)C (methyl 2-(2-(dimethylamino)ethylamino)-3-fluorobenzoate), [H-].[H-].[H-].[H-].[Li+].[Al+3] (LAH), [H-].[H-].[H-].[H-].[Li+].[Al+3] (LAH). Solvent: CCOCC (Et2O), [F-].[Na+] (NaF), O (water), CCOCC (Et2O). Reaction conditions: temperature 0 celsius, time 1.5 hour. Product: CN(CCNC1=C(C=CC=C1F)CO)C ((2-(2-(dimethylamino)ethylamino)-3-fluorophenyl)methanol). Isolated yield 82.1%. RXN SMILES: [CH3:1][N:2]([CH3:17])[CH2:3][CH2:4][NH:5][C:6]1[C:15]([F:16])=[CH:14][CH:13]=[CH:12][C:7]=1[C:8](OC)=[O:9].[H-].[H-].[H-].[H-].[Li+].[Al+3]>CCOCC.[F-].[Na+].O>[CH3:1][N:2]([CH3:17])[CH2:3][CH2:4][NH:5][C:6]1[C:15]([F:16])=[CH:14][CH:13]=[CH:12][C:7]=1[CH2:8][OH:9] |f:1.2.3.4.5.6,8.9|. Reported procedure: A solution of methyl 2-(2-(dimethylamino)ethylamino)-3-fluorobenzoate (749 mg, 3.117 mmol) in Et2O (30 mL) at −20° C. was treated with LAH (166 mg, 4.374 mmol). After 1.5 hours, additional LAH (15 mg, 0.3952 mmol) was added and the reaction was warmed to 0° C. After 1 hour at 0° C., the reaction was diluted with Et2O (70 mL) and NaF and water were added with vigorous stirring until the reaction was quenched and a white ppt formed. The clear solution was decanted and evaporated under vacuum. The ... Yield: 78.0%. Starting materials: ClC=1N=C2C(=C(C=NC2=CC1)S(=O)(=O)C)N[C@@H]1CC[C@H](CC1)CN(C)C (6-chloro-N-{trans-4-[(dimethylamino)methyl]-cyclohexyl}-3-(methylsulfonyl)-1,5-naphthyridin-4-amine), ClC1=C(C(=CC(=C1)B1OC(C(O1)(C)C)(C)C)F)O (2-chloro-6-fluoro-4-(4,4,5,5-tetramethyl-1,3,2-dioxaborolan-2-yl)phenol), C1(=C(C(=C(C(=C1F)F)F)N)F)N.Cl.Cl (dihydrochloride). As a reaction SMILES: [Cl:1][C:2]1[N:3]=[C:4]2[C:9](=[CH:10][CH:11]=1)[N:8]=[CH:7][C:6]([S:12]([CH3:15])(=[O:14])=[O:13])=[C:5]2[NH:16][C@H:17]1[CH2:22][CH2:21][C@H:20]([CH2:23][N:24]([CH3:26])[CH3:25])[CH2:19][CH2:18]1.[Cl:27][C:28]1[CH:33]=[C:32](B2OC(C)(C)C(C)(C)O2)[CH:31]=[C:30]([F:43])[C:29]=1[OH:44].C1(N)C(F)=C(F)C(F)=C(N)C=1F.Cl.Cl>>[ClH:1].[ClH:27].[Cl:27][C:28]1[CH:33]=[C:32]([C:2]2[N:3]=[C:4]3[C:9](=[CH:10][CH:11]=2)[N:8]=[CH:7][C:6]([S:12]([CH3:15])(=[O:13])=[O:14])=[C:5]3[NH:16][C@H:17]2[CH2:22][CH2:21][C@H:20]([CH2:23][N:24]([CH3:25])[CH3:26])[CH2:19][CH2:18]2)[CH:31]=[C:30]([F:43])[C:29]=1[OH:44] |f:2.3.4,5.6.7|. Reported procedure: Following general procedure II, 6-chloro-N-{trans-4-[(dimethylamino)methyl]-cyclohexyl}-3-(methylsulfonyl)-1,5-naphthyridin-4-amine (61 mg, 0.15 mmol) was reacted with 2-chloro-6-fluoro-4-(4,4,5,5-tetramethyl-1,3,2-dioxaborolan-2-yl)phenol (63 mg, 0.23 mmol) followed by formation of the dihydrochloride salt to afford the desired product (52 mg, 59%) as a light yellow solid: 1H NMR (500 MHz, CD3OD) δ 8.90 (s, 1H), 8.50 (d, J=8.9 Hz, 1H), 8.35 (d, J=9.0 Hz, 1H), 8.04 (t, J=1.8 Hz, 1H), 7.90 (dd, J... Product: Cl.Cl.ClC=1C=C(C=C(C1O)F)C=1N=C2C(=C(C=NC2=CC1)S(=O)(=O)C)N[C@@H]1CC[C@H](CC1)CN(C)C (6-(3-Chloro-5-fluoro-4-hydroxyphenyl)-4-({trans-4-[(dimethylamino)methyl]cyclohexyl}-amino)-3-methylsulfonyl-1,5-naphthyridine dihydrochloride). Reactants: S(=O)(Cl)Cl (Thionyl chloride), FC=1C=C(C=CC1C)CO ((3-fluoro-4-methylphenyl)methanol). Run in CCOCC (ether). Conditions: time 30 minute. Yields the product ClCC1=CC(=C(C=C1)C)F (4-(chloromethyl)-2-fluoro-1-methylbenzene). Reaction SMILES: S(Cl)([Cl:3])=O.[F:5][C:6]1[CH:7]=[C:8]([CH2:13]O)[CH:9]=[CH:10][C:11]=1[CH3:12]>CCOCC>[Cl:3][CH2:13][C:8]1[CH:9]=[CH:10][C:11]([CH3:12])=[C:6]([F:5])[CH:7]=1. Procedure details: Thionyl chloride (0.892 g, 7.5 mmol) was added to a solution of the product of STEP 1 (1.0 g, 6.4 mmol) in 10 ml ether dropwise at 0° C. After 30 min, the reaction was quenched with crushed ice carefully, and diluted with H2O. The product was extracted with ether. The organic layer was washed with saturated NaHCO3 solution, brine, dried with Na2SO4, and concentrated. The residue was purified by chromatography (on silica gel, ethyl acetate/hexane=1/9) to give a colorless liquid in 10.5 g. NMR spe... Reactants: B, CCC1=C(c2cccc(Cl)c2)C(=O)N(c2cccc(C(C)C)c2)C1, CO, Cl, [Na], C1CCOC1. Product: CCC1CN(c2cccc(C(C)C)c2)C(=O)C1c1cccc(Cl)c1. Reaction SMILES: [BH3:25].[CH2:1]([CH3:2])[C:3]1=[C:4]([c:18]2[cH:19][c:20]([Cl:24])[cH:21][cH:22][cH:23]2)[C:5](=[O:17])[N:6]([c:8]2[cH:9][c:10]([CH:14]([CH3:15])[CH3:16])[cH:11][cH:12][cH:13]2)[CH2:7]1.[CH3:27][OH:28].[ClH:29].[Na:26].[O:30]1[CH2:31][CH2:32][CH2:33][CH2:34]1>>[CH2:1]([CH3:2])[CH:3]1[CH:4]([c:18]2[cH:19][c:20]([Cl:24])[cH:21][cH:22][cH:23]2)[C:5](=[O:17])[N:6]([c:8]2[cH:9][c:10]([CH:14]([CH3:15])[CH3:16])[cH:11][cH:12][cH:13]2)[CH2:7]1. Reactants: C1(CC1)C(=O)NC1=C(C(=O)[O-])C=C(C=C1O)F (2-(cyclopropanecarboxamido)-5-fluoro-3-hydroxybenzoate), O.C1(=CC=C(C=C1)S(=O)(=O)O)C (p-toluenesulfonic acid monohydrate), C1(=CC=CC=C1)C (toluene). The solvent is C(C)(=O)OCC (ethyl acetate). Yields the product C1(CC1)C=1OC=2C(N1)=C(C=C(C2)F)C(=O)OC (methyl 2-cyclopropyl-6-fluorobenzoxazole-4-carboxylate). The yield is 68.9%. As a reaction SMILES: [CH:1]1([C:4]([NH:6][C:7]2[C:15]([OH:16])=[CH:14][C:13]([F:17])=[CH:12][C:8]=2[C:9]([O-:11])=[O:10])=O)[CH2:3][CH2:2]1.O.[C:19]1(C)C=CC(S(O)(=O)=O)=CC=1.C1(C)C=CC=CC=1>C(OCC)(=O)C>[CH:1]1([C:4]2[O:16][C:15]3[C:7](=[C:8]([C:9]([O:11][CH3:19])=[O:10])[CH:12]=[C:13]([F:17])[CH:14]=3)[N:6]=2)[CH2:3][CH2:2]1 |f:1.2|. Reported procedure: A mixture of 2-(cyclopropanecarboxamido)-5-fluoro-3-hydroxybenzoate from Step D (180 mg, 0.71 mmol), p-toluenesulfonic acid monohydrate (202 mg, 1.07 mmol) and toluene (5 mL) was heated at reflux under nitrogen for 3 h. The reaction mixture was then cooled to room temperature, diluted with ethyl acetate, washed with a saturated solution of sodium bicarbonate and brine, dried over sodium sulfate, filtered and concentrated. The crude material was purified by Combi-flash chromatography (silica gel,... Reactants: [N+](=O)([O-])C1=CC=C(CNCCN2CCCC2)C=C1 ((4-Nitro-benzyl)-(2-pyrrolidin-1-yl-ethyl)-amine), O.NN (hydrazine hydrate). Reagents/catalysts: [Ni] (RaNi). The solvent is CCO (EtOH), ( g ). Conditions: temperature 65 celsius, time 45 minute. The product is N1(CCCC1)CCNCC1=CC=C(C=C1)N (4-[(2-Pyrrolidin-1-yl-ethylamino)-methyl]-phenylamine). The yield is 75.2%. Reaction SMILES: [N+:1]([C:4]1[CH:18]=[CH:17][C:7]([CH2:8][NH:9][CH2:10][CH2:11][N:12]2[CH2:16][CH2:15][CH2:14][CH2:13]2)=[CH:6][CH:5]=1)([O-])=O.O.NN>CCO.[Ni]>[N:12]1([CH2:11][CH2:10][NH:9][CH2:8][C:7]2[CH:6]=[CH:5][C:4]([NH2:1])=[CH:18][CH:17]=2)[CH2:13][CH2:14][CH2:15][CH2:16]1 |f:1.2|. Reported procedure: The (4-Nitro-benzyl)-(2-pyrrolidin-1-yl-ethyl)-amine (0.503 g, 2.02 mmol) was dissolved in EtOH (10 mL) under Ar(g), and hydrazine hydrate (0.439 mL, 14.14 mmol) was added. Subsequently, excess RaNi was added in dropwise until the solution stopped bubbling. The suspension was then allowed to stir for an additional 45 minutes at 65° C. The suspension was cooled to r.t. and then filtered over celite. The celite was washed with MeOH and the combined organic solutions were then concentrated in vacuo... The reactants are Cc1c(C(=O)NOC(C)(C)C)ccc2c1NC(C)(C)C=C2, CCOC(C)=O, [H][H]. The product is Cc1c(C(=O)NOC(C)(C)C)ccc2c1NC(C)(C)CC2. RXN SMILES: [C:1]([CH3:2])([CH3:3])([CH3:4])[O:5][NH:6][C:7](=[O:8])[c:9]1[cH:10][cH:11][c:12]2[c:17]([c:18]1[CH3:19])[NH:16][C:15]([CH3:20])([CH3:21])[CH:14]=[CH:13]2.[CH3:24][CH2:25][O:26][C:27](=[O:28])[CH3:29].[H:22][H:23]>>[C:1]([CH3:2])([CH3:3])([CH3:4])[O:5][NH:6][C:7](=[O:8])[c:9]1[cH:10][cH:11][c:12]2[c:17]([c:18]1[CH3:19])[NH:16][C:15]([CH3:20])([CH3:21])[CH2:14][CH2:13]2. Starting materials: O=C(O)C(=O)c1csc(NC(c2ccccc2)(c2ccccc2)c2ccccc2)n1, NOCc1csc(NC(c2ccccc2)(c2ccccc2)c2ccccc2)n1, CO. Product: O=C(O)C(=NOCc1csc(NC(c2ccccc2)(c2ccccc2)c2ccccc2)n1)c1csc(NC(c2ccccc2)(c2ccccc2)c2ccccc2)n1. As a reaction SMILES: [C:1]([c:2]1[cH:3][cH:4][cH:5][cH:6][cH:7]1)([c:8]1[cH:9][cH:10][cH:11][cH:12][cH:13]1)([c:14]1[cH:15][cH:16][cH:17][cH:18][cH:19]1)[NH:20][c:21]1[s:22][cH:23][c:24]([C:26]([C:27](=[O:28])[OH:29])=[O:30])[n:25]1.[C:31]([c:32]1[cH:33][cH:34][cH:35][cH:36][cH:37]1)([c:38]1[cH:39][cH:40][cH:41][cH:42][cH:43]1)([c:44]1[cH:45][cH:46][cH:47][cH:48][cH:49]1)[NH:50][c:51]1[s:52][cH:53][c:54]([CH2:56][O:57][NH2:58])[n:55]1.[CH3:59][OH:60]>>[C:1]([c:2]1[cH:3][cH:4][cH:5][cH:6][cH:7]1)([c:8]1[cH:9][cH:10][cH:11][cH:12][cH:13]1)([c:14]1[cH:15][cH:16][cH:17][cH:18][cH:19]1)[NH:20][c:21]1[s:22][cH:23][c:24]([C:26]([C:27](=[O:28])[OH:29])=[N:58][O:57][CH2:56][c:54]2[cH:53][s:52][c:51]([NH:50][C:31]([c:32]3[cH:33][cH:34][cH:35][cH:36][cH:37]3)([c:38]3[cH:39][cH:40][cH:41][cH:42][cH:43]3)[c:44]3[cH:45][cH:46][cH:47][cH:48][cH:49]3)[n:55]2)[n:25]1. Starting materials: COCCOCCOC, [F-], Oc1c(F)c(F)c(F)c(F)c1F, O=C(F)C(F)(Oc1c(F)c(F)c(F)c(F)c1F)C(F)(F)F, [K+], O=S(=O)(F)OC(F)(F)C(F)=C(F)F. The product is FC(F)=C(F)C(F)(F)OC(F)(F)C(F)(Oc1c(F)c(F)c(F)c(F)c1F)C(F)(F)F. RXN SMILES: [CH3:49][O:50][CH2:51][CH2:52][O:53][CH2:54][CH2:55][O:56][CH3:57].[F-:1].[F:24][c:25]1[c:26]([OH:27])[c:28]([F:29])[c:30]([F:31])[c:32]([F:33])[c:34]1[F:35].[F:3][C:4]([C:5](=[O:6])[F:7])([C:8]([F:9])([F:10])[F:11])[O:12][c:13]1[c:14]([F:23])[c:15]([F:22])[c:16]([F:21])[c:17]([F:20])[c:18]1[F:19].[K+:2].[S:36]([F:37])([O:38][C:40]([C:41](=[C:42]([F:43])[F:44])[F:45])([F:46])[F:47])(=[O:39])=[O:48]>>[F:3][C:4]([C:5]([O:6][C:40]([C:41](=[C:42]([F:43])[F:44])[F:45])([F:46])[F:47])([F:7])[F:24])([C:8]([F:9])([F:10])[F:11])[O:12][c:13]1[c:14]([F:23])[c:15]([F:22])[c:16]([F:21])[c:17]([F:20])[c:18]1[F:19].